Task: describe an organic reaction: reactants, conditions, products, and yield. Dataset: the Open Reaction Database (ORD), a public repository of structured organic reaction records Starting materials: BrCC=1C=C2C(=CC(=NC2=CC1)Cl)C (6-bromomethyl-2-chloro-4-methylquinoline), [OH-].[Na+] (sodium hydroxide), CO (methanol). Solvent: C(C)(=O)OCC (ethyl acetate). Conditions: temperature 70 celsius, time 30 minute. Yields the product ClC1=NC2=CC=C(C=C2C(=C1)C)COC (2-chloro-6-methoxymethyl-4-methylquinoline). As a reaction SMILES: Br[CH2:2][C:3]1[CH:4]=[C:5]2[C:10](=[CH:11][CH:12]=1)[N:9]=[C:8]([Cl:13])[CH:7]=[C:6]2[CH3:14].[OH-:15].[Na+].[CH3:17]O>C(OCC)(=O)C>[Cl:13][C:8]1[CH:7]=[C:6]([CH3:14])[C:5]2[C:10](=[CH:11][CH:12]=[C:3]([CH2:2][O:15][CH3:17])[CH:4]=2)[N:9]=1 |f:1.2|. Procedure: To a solution of 6-bromomethyl-2-chloro-4-methylquinoline (0.40 g) in methanol (8 mL) was added 1 M aqueous sodium hydroxide (4 mL) at room temperature, and the mixture was stirred at 70° C. for 30 min. After cooled to room temperature, the reaction solution was diluted with ethyl acetate. The organic layer was washed with saturated brine, the organic layer was dried with anhydrous magnesium sulfate, the desiccant was removed by filtration, and the filtrate was concentrated under reduced pressur... The reactants are CC1CCC=2C=C3C(=CC12)OCC(CO3)=C (1-methyl-7-methylene-2,3,7,8-tetrahydro-1H,6H-5,9-dioxacyclohepta[f]indene), I(=O)(=O)(=O)[O-].[Na+] (sodium periodate), I(=O)(=O)(=O)[O-].[Na+] (sodium periodate). The reagents and catalysts are O.[Ru](Cl)(Cl)Cl (ruthenium (III) chloride hydrate), O.[Ru](Cl)(Cl)Cl (ruthenium (III) chloride hydrate). Run in O (water), C(C)#N (acetonitrile), O (water), C(Cl)(Cl)(Cl)Cl (carbon tetrachloride). Reaction conditions: temperature 30 celsius. Yields the product CC1CCC=2C=C3C(=CC12)OCC(CO3)=O (1-methyl-2,3-dihydro-1H-5,9-dioxacyclohepta[f]inden-7-one). The yield is 49.6%. As a reaction SMILES: [CH3:1][CH:2]1[C:10]2[CH:9]=[C:8]3[O:11][CH2:12][C:13](=C)[CH2:14][O:15][C:7]3=[CH:6][C:5]=2[CH2:4][CH2:3]1.I([O-])(=O)(=O)=[O:18].[Na+]>C(#N)C.O.C(Cl)(Cl)(Cl)Cl.O.[Ru](Cl)(Cl)Cl>[CH3:1][CH:2]1[C:10]2[CH:9]=[C:8]3[O:11][CH2:12][C:13](=[O:18])[CH2:14][O:15][C:7]3=[CH:6][C:5]=2[CH2:4][CH2:3]1 |f:1.2,6.7|. Reported procedure: 6.6 g (30.5 mmol) of 1-methyl-7-methylene-2,3,7,8-tetrahydro-1H,6H-5,9-dioxacyclohepta[f]indene were dissolved in a mixture of 140 ml of acetonitrile, 140 ml of water and 90 ml of carbon tetrachloride. 6.50 g (30.5 mmol) of sodium periodate were added at room temperature with stirring, with the temperature falling to 15° C. After stirring for 30 min, 0.3 g (1.5 mmol, 5 mol %) of ruthenium (III) chloride hydrate were then added, with the temperature increasing back to 30° C. The mixture was stirr...